This data is from the Open Reaction Database (ORD), a public repository of structured organic reaction records. The task is: describe an organic reaction: reactants, conditions, products, and yield The reactants are COc1cccc2c(Cl)nc(Cl)nc12, CC(=O)[O-], Cc1ccccc1N, [Na+], [Na+], C1CCOC1, [OH-], O. Product: COc1cccc2c(Nc3ccccc3C)nc(Cl)nc12. RXN SMILES: [CH3:1][O:2][c:3]1[cH:4][cH:5][cH:6][c:7]2[c:8]([Cl:14])[n:9][c:10]([Cl:13])[n:11][c:12]12.[CH3:24][C:25](=[O:26])[O-:27].[NH2:15][c:16]1[c:17]([CH3:22])[cH:18][cH:19][cH:20][cH:21]1.[Na+:23].[Na+:29].[O:31]1[CH2:32][CH2:33][CH2:34][CH2:35]1.[OH-:28].[OH2:30]>>[CH3:1][O:2][c:3]1[cH:4][cH:5][cH:6][c:7]2[c:8]([NH:15][c:16]3[c:17]([CH3:22])[cH:18][cH:19][cH:20][cH:21]3)[n:9][c:10]([Cl:13])[n:11][c:12]12. Reactants: [N+](=O)([O-])C=1C=NC2=CC=CC=C2C1NCCOC1=CC=CC=C1 (3—Nitro-N-(2-phenoxyethyl)quinolin-4-amine). Reagents/catalysts: [Pt] (platinum on carbon). The solvent is C(C)(=O)OCC (ethyl acetate). Conditions: time 8 hour. Product: O(C1=CC=CC=C1)CCNC1=C(C=NC2=CC=CC=C12)N (N4-(2-phenoxyethyl)quinoline-3,4-diamine). The yield is 92.3%. As a reaction SMILES: [N+:1]([C:4]1[CH:5]=[N:6][C:7]2[C:12]([C:13]=1[NH:14][CH2:15][CH2:16][O:17][C:18]1[CH:23]=[CH:22][CH:21]=[CH:20][CH:19]=1)=[CH:11][CH:10]=[CH:9][CH:8]=2)([O-])=O>[Pt].C(OCC)(=O)C>[O:17]([CH2:16][CH2:15][NH:14][C:13]1[C:12]2[C:7](=[CH:8][CH:9]=[CH:10][CH:11]=2)[N:6]=[CH:5][C:4]=1[NH2:1])[C:18]1[CH:23]=[CH:22][CH:21]=[CH:20][CH:19]=1. Reported procedure: 3—Nitro-N-(2-phenoxyethyl)quinolin-4-amine (6.0 g, 19 mmol), 5% platinum on carbon (1.5 g) and ethyl acetate (300 ml) were placed in a hydrogenation flask. The mixture was shaken overnight under a hydrogen pressure of 40 psi (2.8 Kg/cm2). The reaction mixture was filtered and the catalyst was washed with ethyl acetate. The filtrate was dried (MgSO4), filtered, and concentrated under vacuum to near dryness. Hexane was added and the resulting precipitate was collected by vacuum filtration to provi... Starting materials: O(C1=CC=CC=C1)CC(=O)O (phenoxyacetic acid), C(CO)O (ethylene glycol), C1(=CC=C(C=C1)S(=O)(=O)O)C (p-toluenesulfonic acid), xylenes, ester, carbonyl. The solvent is O (water), O (water). The product is O(C1=CC=CC=C1)CC(=O)OCCO (2-Hydroxyethyl Phenoxyacetate). As a reaction SMILES: [O:1]([CH2:8][C:9]([OH:11])=[O:10])[C:2]1[CH:7]=[CH:6][CH:5]=[CH:4][CH:3]=1.[CH2:12](O)[CH2:13][OH:14].C1(C)C=CC(S(O)(=O)=O)=CC=1>O>[O:1]([CH2:8][C:9]([O:11][CH2:12][CH2:13][OH:14])=[O:10])[C:2]1[CH:7]=[CH:6][CH:5]=[CH:4][CH:3]=1. Procedure: A 2-liter, 3-neck, round-bottom flask was equipped with a heating jacket, thermocouple and Dean-Stark apparatus for water removal. The flask was charged with 152 g (1.0 mole) phenoxyacetic acid, 62 g (1.0 mole) ethylene glycol, 22 g p-toluenesulfonic acid, 260 ml mixed xylenes and swept with nitrogen and sealed under a nitrogen balloon. The flask contents were heated to a pot temperature of 150° C. for 1/2 hour wherein 23 ml of water were collected and the reaction system cooled. Volatiles were ...